Dataset: the Open Reaction Database (ORD), a public repository of structured organic reaction records. Task: describe an organic reaction: reactants, conditions, products, and yield The reactants are C(CCCCCC=C)OC1=CC=C(C=C1)C1=CC=C(C=C1)C(=O)O (4-(7-octenyloxy)biphenyl4'-carboxylic acid), S(=O)(Cl)Cl (thionyl chloride). The product is C(CCCCCC=C)OC1=CC=C(C=C1)C1=CC=C(C=C1)C(=O)Cl (4-(7-octenyloxy)-biphenyl-4'-carbonyl chloride). As a reaction SMILES: [CH2:1]([O:9][C:10]1[CH:15]=[CH:14][C:13]([C:16]2[CH:21]=[CH:20][C:19]([C:22]([OH:24])=O)=[CH:18][CH:17]=2)=[CH:12][CH:11]=1)[CH2:2][CH2:3][CH2:4][CH2:5][CH2:6][CH:7]=[CH2:8].S(Cl)([Cl:27])=O>>[CH2:1]([O:9][C:10]1[CH:15]=[CH:14][C:13]([C:16]2[CH:21]=[CH:20][C:19]([C:22]([Cl:27])=[O:24])=[CH:18][CH:17]=2)=[CH:12][CH:11]=1)[CH2:2][CH2:3][CH2:4][CH2:5][CH2:6][CH:7]=[CH2:8]. Procedure: A mixture of 1.3 g of 4-(7-octenyloxy)biphenyl4'-carboxylic acid and an excessive amount of thionyl chloride was refluxed for 6 hours, and then unaltered thionyl chloride was evaporated to leave 4-(7-octenyloxy)-biphenyl-4'-carbonyl chloride.